This data is from the Open Reaction Database (ORD), a public repository of structured organic reaction records. The task is: describe an organic reaction: reactants, conditions, products, and yield Reactants: IC1=CC2=C(C=C1)C1=C(C(NCC1)(C)CN1C(C3=CC=CC=C3C1=O)=O)O2 (2-(7-iodo-1-methyl-1,2,3,4-tetrahydro-benzofuro[2,3-c]pyridin-1-ylmethyl)-isoindole-1,3-dione), C(C)O (ethanol), amine, N1=CC=CC=C1 (pyridine), O.NN (hydrazine monohydrate), propanoic acid-2-methyl-anhydride. The solvent is C(Cl)Cl (DCM), O (water). Reaction conditions: time 4 hour. The product is IC1=CC2=C(C=C1)C1=C(C(NCC1)(C)CC(C(=O)N)(C)C)O2 ((7-iodo-1-methyl-1,2,3,4-tetrahydro-benzofuro[2,3-c]pyridin-1-ylmethyl)-isobutyramide). As a reaction SMILES: [I:1][C:2]1[CH:7]=[CH:6][C:5]2[C:8]3[CH2:13][CH2:12][NH:11][C:10]([CH2:15]N4C(=O)C5C(=CC=CC=5)C4=O)([CH3:14])[C:9]=3[O:27][C:4]=2[CH:3]=1.[CH2:28](O)C.[OH2:31].NN.[N:34]1[CH:39]=[CH:38][CH:37]=CC=1>C(Cl)Cl.O>[I:1][C:2]1[CH:7]=[CH:6][C:5]2[C:8]3[CH2:13][CH2:12][NH:11][C:10]([CH2:15][C:38]([CH3:28])([CH3:37])[C:39]([NH2:34])=[O:31])([CH3:14])[C:9]=3[O:27][C:4]=2[CH:3]=1 |f:2.3|. Procedure: A suspension of 2-(7-iodo-1-methyl-1,2,3,4-tetrahydro-benzofuro[2,3-c]pyridin-1-ylmethyl)-isoindole-1,3-dione (0.472 g, 1.00 mmol) in ethanol (10.00 mL, 171.3 mmol) was refluxed with hydrazine monohydrate (200 mg, 4 mmol). After 4 h, cooled, filtered, rinsed with MeOH, the filtrate concentrated and dried under vacuum. The resulting deprotected amine was dissolved in pyridine (5.00 mL, 61.8 mmol) and propanoic acid-2-methyl-anhydride (0.332 mL, 2.00 mmol) was added. After 1 h at room temperature,... Reaction conditions: time 45 minute. Product: BrC(=CC=1C=NC=CC1)Br (1,1-Dibromo-2-(3-pyridinyl)-ethylene). Yield: 51.0%. Run in C(Cl)Cl (methylene chloride). Reaction SMILES: [Br:1][C:2]([Br:5])(Br)Br.C1(P(C2C=CC=CC=2)C2C=CC=CC=2)C=CC=CC=1.[N:25]1[CH:30]=[CH:29][CH:28]=[C:27]([CH:31]=O)[CH:26]=1>C(Cl)Cl>[Br:1][C:2]([Br:5])=[CH:31][C:27]1[CH:26]=[N:25][CH:30]=[CH:29][CH:28]=1. Procedure: Tetrabromomethane (24.82 g, 0.747 mole) and triphenylphosphine (39.17 g, 0.149 mole) were stirred together in dry methylene chloride (100 mL) for 5 min. at 0° C. under a nitrogen atmosphere. To this mixture was added dropwise pyridine 3-carboxaldehyde (4 g, 0.0373 mole). The solution was then stirred for 45 min. at ambient temperature. The reaction mixture was extracted with aqueous 6N hydrochloric acid (3×25 mL), the aqueous layer basified with solid sodium bicarbonate to pH 8-9 and extracted w... Reactants: BrC(Br)(Br)Br (Tetrabromomethane), C1(=CC=CC=C1)P(C1=CC=CC=C1)C1=CC=CC=C1 (triphenylphosphine), N1=CC(=CC=C1)C=O (pyridine 3-carboxaldehyde). Starting materials: NC1CCC1, ClCCl, CCOC(=O)c1ccc(N=C=O)cc1. The product is CCOC(=O)c1ccc(NC(=O)NC2CCC2)cc1. Reaction SMILES: [CH:1]1([NH2:5])[CH2:2][CH2:3][CH2:4]1.[Cl:20][CH2:21][Cl:22].[N:6](=[C:7]=[O:8])[c:9]1[cH:10][cH:11][c:12]([C:13](=[O:14])[O:15][CH2:16][CH3:17])[cH:18][cH:19]1>>[CH:1]1([NH:5][C:7]([NH:6][c:9]2[cH:10][cH:11][c:12]([C:13](=[O:14])[O:15][CH2:16][CH3:17])[cH:18][cH:19]2)=[O:8])[CH2:2][CH2:3][CH2:4]1. Reactants: Cc1ccc(S(=O)(=O)OCC2CC(=O)N(C)C2c2ccccc2)cc1, CS(C)=O, N#C[Na]. Yields the product CN1C(=O)CC(CC#N)C1c1ccccc1. Reaction SMILES: [CH3:1][N:2]1[CH:3]([c:20]2[cH:21][cH:22][cH:23][cH:24][cH:25]2)[CH:4]([CH2:8][O:9][S:10]([c:11]2[cH:12][cH:13][c:14]([CH3:15])[cH:16][cH:17]2)(=[O:18])=[O:19])[CH2:5][C:6]1=[O:7].[CH3:29][S:30]([CH3:31])=[O:32].[Na:26][C:27]#[N:28]>>[CH3:1][N:2]1[CH:3]([c:20]2[cH:21][cH:22][cH:23][cH:24][cH:25]2)[CH:4]([CH2:8][C:27]#[N:28])[CH2:5][C:6]1=[O:7]. Starting materials: [BH3-]C#N, CCCCCCC(=O)CCCCCC, CC(=O)[O-], CO, [NH4+], [Na+]. Yields the product CCCCCCC(N)CCCCCC. As a reaction SMILES: [C:20](#[N:21])[BH3-:22].[CH2:1]([CH2:2][CH2:3][CH2:4][CH2:5][CH3:6])[C:7](=[O:8])[CH2:9][CH2:10][CH2:11][CH2:12][CH2:13][CH3:14].[CH3:16][C:17](=[O:18])[O-:19].[CH3:24][OH:25].[NH4+:15].[Na+:23]>>[CH2:1]([CH2:2][CH2:3][CH2:4][CH2:5][CH3:6])[CH:7]([CH2:9][CH2:10][CH2:11][CH2:12][CH2:13][CH3:14])[NH2:21]. The product is CC(C)CC(NC(=O)OC(C)(C)C)C(=O)NC1CCCN(S(=O)(=O)c2cccc(Cl)c2)CC1O. RXN SMILES: [C:1]([CH3:2])([CH3:3])([CH3:4])[O:5][C:6]([NH:7][CH:8]([CH2:9][CH:10]([CH3:11])[CH3:12])[C:13]([NH:14][CH:15]1[CH:16]([OH:22])[CH2:17][NH:18][CH2:19][CH2:20][CH2:21]1)=[O:23])=[O:24].[Cl:25][c:26]1[cH:27][c:28]([S:32](=[O:33])(=[O:34])[Cl:35])[cH:29][cH:30][cH:31]1.[Cl:36][CH2:37][CH2:38][Cl:39]>>[C:1]([CH3:2])([CH3:3])([CH3:4])[O:5][C:6]([NH:7][CH:8]([CH2:9][CH:10]([CH3:11])[CH3:12])[C:13]([NH:14][CH:15]1[CH:16]([OH:22])[CH2:17][N:18]([S:32]([c:28]2[cH:27][c:26]([Cl:25])[cH:31][cH:30][cH:29]2)(=[O:33])=[O:34])[CH2:19][CH2:20][CH2:21]1)=[O:23])=[O:24]. Starting materials: CC(C)CC(NC(=O)OC(C)(C)C)C(=O)NC1CCCNCC1O, O=S(=O)(Cl)c1cccc(Cl)c1, ClCCCl. The reactants are CC(=O)O[BH-](OC(C)=O)OC(C)=O, CC(Cl)Cl, COc1cc(-c2nn(-c3ccc(C=O)cc3)c3ncnc(N)c23)ccc1NC(=O)c1ccc(C(F)(F)F)cc1F, NCCN1CCOCC1, [Na+], [Na+], [OH-]. Yields the product COc1cc(-c2nn(-c3ccc(CNCCN4CCOCC4)cc3)c3ncnc(N)c23)ccc1NC(=O)c1ccc(C(F)(F)F)cc1F. As a reaction SMILES: [C:50]([O:51][BH-:52]([O:53][C:54](=[O:55])[CH3:56])[O:57][C:58](=[O:59])[CH3:60])(=[O:61])[CH3:62].[Cl:66][CH:67]([Cl:68])[CH3:69].[NH2:1][c:2]1[c:3]2[c:4]([n:5][cH:6][n:7]1)[n:8](-[c:33]1[cH:34][cH:35][c:36]([CH:39]=[O:40])[cH:37][cH:38]1)[n:9][c:10]2-[c:11]1[cH:12][c:13]([O:31][CH3:32])[c:14]([NH:17][C:18]([c:19]2[c:20]([F:29])[cH:21][c:22]([C:25]([F:26])([F:27])[F:28])[cH:23][cH:24]2)=[O:30])[cH:15][cH:16]1.[NH2:41][CH2:42][CH2:43][N:44]1[CH2:45][CH2:46][O:47][CH2:48][CH2:49]1.[Na+:63].[Na+:65].[OH-:64]>>[NH2:1][c:2]1[c:3]2[c:4]([n:5][cH:6][n:7]1)[n:8](-[c:33]1[cH:34][cH:35][c:36]([CH2:39][NH:41][CH2:42][CH2:43][N:44]3[CH2:45][CH2:46][O:47][CH2:48][CH2:49]3)[cH:37][cH:38]1)[n:9][c:10]2-[c:11]1[cH:12][c:13]([O:31][CH3:32])[c:14]([NH:17][C:18]([c:19]2[c:20]([F:29])[cH:21][c:22]([C:25]([F:26])([F:27])[F:28])[cH:23][cH:24]2)=[O:30])[cH:15][cH:16]1. Reported procedure: N-[(5 S)-3-(3-Fluoro-4-(4-hydroxymethylimidazol-1-yl)phenyl)-2-oxooxazolidin-5-yl-methyl]acetamide (1.74 g, 5 mM) was suspended in dry dichloromethane (60 ml), diphenylphosphoryl azide (2.47 g, 9 mM) and 1,8-diazabicyclo[5.4.0]undec-7-ene (1.82 g, 12 mM) added, and the mixture stirred under argon at ambient temperature for 48 hours. The resulting solution was columned on silica (75 g) through a sinter funnel, eluting with a gradient increasing in polarity from 0 to 10% methanol in dichloromethan... The reactants are FC=1C=C(C=CC1N1C=NC(=C1)CO)N1C(O[C@H](C1)CNC(C)=O)=O (N-[(5 S)-3-(3-Fluoro-4-(4-hydroxymethylimidazol-1-yl)phenyl)-2-oxooxazolidin-5-yl-methyl]acetamide), C1(=CC=CC=C1)P(=O)(C1=CC=CC=C1)N=[N+]=[N-] (diphenylphosphoryl azide), N12CCCCCC2=NCCC1 (1,8-diazabicyclo[5.4.0]undec-7-ene). Isolated yield 94.4%. Solvent: ClCCl (dichloromethane). Reaction conditions: time 48 hour. Yields the product FC=1C=C(C=CC1N1C=NC(=C1)CN=[N+]=[N-])N1C(O[C@H](C1)CNC(C)=O)=O (N-[(5 S)-3-(3-Fluoro-4-(4-azidomethylimidazol-1-yl)phenyl)-2-oxooxazolidin-5-yl-methyl]acetamide). RXN SMILES: [F:1][C:2]1[CH:3]=[C:4]([N:15]2[CH2:19][C@H:18]([CH2:20][NH:21][C:22](=[O:24])[CH3:23])[O:17][C:16]2=[O:25])[CH:5]=[CH:6][C:7]=1[N:8]1[CH:12]=[C:11]([CH2:13]O)[N:10]=[CH:9]1.C1(P([N:40]=[N+:41]=[N-:42])(C2C=CC=CC=2)=O)C=CC=CC=1.N12CCCN=C1CCCCC2>ClCCl>[F:1][C:2]1[CH:3]=[C:4]([N:15]2[CH2:19][C@H:18]([CH2:20][NH:21][C:22](=[O:24])[CH3:23])[O:17][C:16]2=[O:25])[CH:5]=[CH:6][C:7]=1[N:8]1[CH:12]=[C:11]([CH2:13][N:40]=[N+:41]=[N-:42])[N:10]=[CH:9]1. Reactants: C(CCCCCC(C)(C)C)(=O)[O-] (neodecanoate), CC1=C(C=CC=C1)N1C(C=CC1=O)=O (N-(2-methylphenyl)maleimide), C=C(C)C (isobutene). Solvent: C1(=CC=CC=C1)C (toluene). Yields the product CC1=C(C=CC=C1)N1C(C=CC1=O)=O.C=C(C)C (N-(2-methylphenyl)maleimide isobutene). As a reaction SMILES: C([O-])(=O)CCCC[CH2:6][C:7](C)([CH3:9])[CH3:8].[CH3:13][C:14]1[CH:19]=[CH:18][CH:17]=[CH:16][C:15]=1[N:20]1[C:24](=[O:25])[CH:23]=[CH:22][C:21]1=[O:26].C=C(C)C>C1(C)C=CC=CC=1>[CH3:13][C:14]1[CH:19]=[CH:18][CH:17]=[CH:16][C:15]=1[N:20]1[C:21](=[O:26])[CH:22]=[CH:23][C:24]1=[O:25].[CH2:6]=[C:7]([CH3:9])[CH3:8] |f:4.5|. Procedure details: In a one-liter autoclave were charged 400 ml of toluene as a polymerization solvent, 0.001 moles of perbutyl neodecanoate as a polymerization initiator, 0.42 moles of N-(2-methylphenyl)maleimide, and 4.05 moles of isobutene, and the mixture was subjected to polymerization reaction under a polymerization condition at a polymerization temperature of 60° C. for a polymerization time of 5 hours, to obtain N-(2-methylphenyl)maleimide-isobutene alternating copolymer. The thus obtained N-(2-methylpheny... Starting materials: OC1=CC=C(CC=2OC3=C(C2C)C(=C(C=C3Cl)CCC)OC(C)=O)C=C1 (2-(p-hydroxybenzyl)-3-methyl-4-acetoxy-5-propyl-7-chlorobenzofuran), C(C)OC(CBr)=O (ethylbromoacetate), C([O-])([O-])=O.[K+].[K+] (potassium carbonate). Solvent: CC(=O)C (acetone). The product is 133, C(=O)(OCC)COC1=CC=C(CC=2OC3=C(C2C)C(=C(C=C3Cl)CCC)OC(C)=O)C=C1 (2-(p-carboethoxymethoxybenzyl)-3-methyl-4-acetoxy-5-propyl-7-chlorobenzofuran). Yield: 100.0%. Reaction SMILES: [OH:1][C:2]1[CH:26]=[CH:25][C:5]([CH2:6][C:7]2[O:8][C:9]3[C:16]([Cl:17])=[CH:15][C:14]([CH2:18][CH2:19][CH3:20])=[C:13]([O:21][C:22](=[O:24])[CH3:23])[C:10]=3[C:11]=2[CH3:12])=[CH:4][CH:3]=1.[CH2:27]([O:29][C:30](=[O:33])[CH2:31]Br)[CH3:28].C(=O)([O-])[O-].[K+].[K+]>CC(C)=O>[C:30]([CH2:31][O:1][C:2]1[CH:26]=[CH:25][C:5]([CH2:6][C:7]2[O:8][C:9]3[C:16]([Cl:17])=[CH:15][C:14]([CH2:18][CH2:19][CH3:20])=[C:13]([O:21][C:22](=[O:24])[CH3:23])[C:10]=3[C:11]=2[CH3:12])=[CH:4][CH:3]=1)([O:29][CH2:27][CH3:28])=[O:33] |f:2.3.4|. Procedure details: A mixture of 2-(p-hydroxybenzyl)-3-methyl-4-acetoxy-5-propyl-7-chlorobenzofuran (107 mg; 0.28 mmole), ethylbromoacetate (100 mg, 0.60 mmole), potassium carbonate (100 mg, 0.73 mmole) in acetone (10 mL) was refluxed for 30 minutes. The solids were filtered off, the filtrate was concentrated in vacuo to yield a residue that was purified by chromatography on silica gel. Elution with 20% ethylacetate in hexane yielded 133 (100%) of 2-(p-carboethoxymethoxybenzyl)-3-methyl-4-acetoxy-5-propyl-7-chlorob...